describe an organic reaction: reactants, conditions, products, and yield From a dataset of the Open Reaction Database (ORD), a public repository of structured organic reaction records. Reactants: C(C1=CC=CC=C1)(=O)O (benzoic acid), C(C)NCC(C(F)(F)F)(O)CNC1=C2C=NN(C2=CC=C1)C1=CC=C(C=C1)F (3-(ethylamino)-1,1,1-trifluoro-2-({[1-(4-fluorophenyl)-1H-indazol-4-yl]amino}methyl)-2-propanol). Yields the product C(C)N(C(C1=CC=CC=C1)=O)CC(C(F)(F)F)(O)CNC1=C2C=NN(C2=CC=C1)C1=CC=C(C=C1)F (N-Ethyl-N-[3,3,3-trifluoro-2-({[1-(4-fluorophenyl)-1H-indazol-4-yl]amino}methyl)-2-hydroxypropyl]benzamide). RXN SMILES: [C:1]([OH:9])(=O)[C:2]1[CH:7]=[CH:6][CH:5]=[CH:4][CH:3]=1.[CH2:10]([NH:12][CH2:13][C:14]([CH2:20][NH:21][C:22]1[CH:30]=[CH:29][CH:28]=[C:27]2[C:23]=1[CH:24]=[N:25][N:26]2[C:31]1[CH:36]=[CH:35][C:34]([F:37])=[CH:33][CH:32]=1)([OH:19])[C:15]([F:18])([F:17])[F:16])[CH3:11]>>[CH2:10]([N:12]([CH2:13][C:14]([CH2:20][NH:21][C:22]1[CH:30]=[CH:29][CH:28]=[C:27]2[C:23]=1[CH:24]=[N:25][N:26]2[C:31]1[CH:32]=[CH:33][C:34]([F:37])=[CH:35][CH:36]=1)([OH:19])[C:15]([F:17])([F:18])[F:16])[C:1](=[O:9])[C:2]1[CH:3]=[CH:4][CH:5]=[CH:6][CH:7]=1)[CH3:11]. Procedure: Prepared similarly to Example 1 from benzoic acid and 3-(ethylamino)-1,1,1-trifluoro-2-({[1-(4-fluorophenyl)-1H-indazol-4-yl]amino}methyl)-2-propanol. Reactants: C(C(=O)Cl)(=O)Cl (oxalyl chloride), COC1=CC=CC=2CC3=CC=CC=C3OC12 (4-Methoxy-xanthene), COC1=CC=CC=2C(C3=CC=CC=C3OC12)C(=O)O ((RS)-4-methoxy-9H-xanthene-9-carboxylic acid), C(C)(C)[N-]C(C)C.[Li+] (lithium diisopropylamide), C(=O)=O (carbon dioxide). Solvent: C1(=CC=CC=C1)C.CN(C)C=O (toluene DMF), O1CCCC1 (tetrahydrofuran). The product is COC1=CC=CC=2C(C3=CC=CC=C3OC12)C(=O)Cl ((RS)-4-Methoxy-9H-xanthene-9-carbonyl chloride). RXN SMILES: [CH3:1][O:2][C:3]1[C:16]2[O:15][C:14]3[C:9](=[CH:10][CH:11]=[CH:12][CH:13]=3)[CH2:8][C:7]=2[CH:6]=[CH:5][CH:4]=1.C([N-]C(C)C)(C)C.[Li+].C(=O)=O.COC1C2OC3C(=CC=CC=3)C(C(O)=O)C=2C=CC=1.C(Cl)(=O)[C:48]([Cl:50])=[O:49]>O1CCCC1.C1(C)C=CC=CC=1.CN(C=O)C>[CH3:1][O:2][C:3]1[C:16]2[O:15][C:14]3[C:9](=[CH:10][CH:11]=[CH:12][CH:13]=3)[CH:8]([C:48]([Cl:50])=[O:49])[C:7]=2[CH:6]=[CH:5][CH:4]=1 |f:1.2,7.8|. Procedure: (RS)-4-Methoxy-9H-xanthene-9-carbonyl chloride was prepared according to general methods described in WO 9706178. 4-Methoxy-xanthene [J.Med.Chem., 32(10), 2357(1989)] was deprotonated with lithium diisopropylamide in tetrahydrofuran followed by treatment with carbon dioxide. The resulting (RS)-4-methoxy-9H-xanthene-9-carboxylic acid (white solid and MS: m/e=256.0 (M+)) was chlorinated with oxalyl chloride in toluene/DMF and yielded after evaporation of the reagent and solvents, the crude acid ch... Reactants: C1(CC1)N1C=C(C(C2=CC(=C(C(=C12)F)F)F)=O)C(=O)O (1-cyclopropyl-6,7,8-trifluoro-1,4-dihydro-4-oxoquinoline-3-carboxylic acid), C1=2CNCC2CNC1 (3,7-diazabicyclo-[3.3.0]oct-1(5)-ene), N12CCCCCC2=NCCC1 (1,8-diazabicyclo[5.4.0] undec-7-ene). Solvent: C(C)#N (acetonitrile). Reaction conditions: temperature 100 celsius, time 8 hour. Yields the product C1(CC1)N1C=C(C(C2=CC(=C(C(=C12)F)N1CC=2CNCC2C1)F)=O)C(=O)O (1-cyclopropyl-7-[3,7-diazabicyclo[3.3.0]oct-1(5)-en-3-yl]-6,8-difluoro-1,4-dihydro-4-oxoquinoline-3-carboxylic acid). The yield is 81.3%. RXN SMILES: [CH:1]1([N:4]2[C:13]3[C:8](=[CH:9][C:10]([F:16])=[C:11](F)[C:12]=3[F:14])[C:7](=[O:17])[C:6]([C:18]([OH:20])=[O:19])=[CH:5]2)[CH2:3][CH2:2]1.[C:21]12[CH2:28][NH:27][CH2:26][C:25]=1[CH2:24][NH:23][CH2:22]2.N12CCCN=C1CCCCC2>C(#N)C>[CH:1]1([N:4]2[C:13]3[C:8](=[CH:9][C:10]([F:16])=[C:11]([N:23]4[CH2:24][C:25]5[CH2:26][NH:27][CH2:28][C:21]=5[CH2:22]4)[C:12]=3[F:14])[C:7](=[O:17])[C:6]([C:18]([OH:20])=[O:19])=[CH:5]2)[CH2:2][CH2:3]1. Procedure: 0.28 g of 1-cyclopropyl-6,7,8-trifluoro-1,4-dihydro-4-oxoquinoline-3-carboxylic acid, 0.16 g of 3,7-diazabicyclo-[3.3.0]oct-1(5)-ene and 0.3 ml of 1,8-diazabicyclo[5.4.0] undec-7-ene (DBU) were suspended in 20 ml of acetonitrile and refluxed in 100° C. oil bath for 5 hours. The reaction mixture was kept overnight at room temperature. The produced precipitate was filtered and was washed with ethanol-ethylether (1:1) solvent. 0.3 g of the title compound was obtained (yield 80%). The reactants are BrCc1ccccc1, CN(C)C=O, [Cl-], [H-], [NH4+], [Na+], O=Cc1cccc2c1ccn2CC(O)c1ccccc1. The product is O=Cc1cccc2c1ccn2CC(OCc1ccccc1)c1ccccc1. As a reaction SMILES: [Br:23][CH2:24][c:25]1[cH:26][cH:27][cH:28][cH:29][cH:30]1.[CH3:33][N:34]([CH3:35])[CH:36]=[O:37].[Cl-:31].[H-:1].[NH4+:32].[Na+:2].[OH:3][CH:4]([CH2:5][n:6]1[cH:7][cH:8][c:9]2[c:10]([CH:15]=[O:16])[cH:11][cH:12][cH:13][c:14]12)[c:17]1[cH:18][cH:19][cH:20][cH:21][cH:22]1>>[O:3]([CH:4]([CH2:5][n:6]1[cH:7][cH:8][c:9]2[c:10]([CH:15]=[O:16])[cH:11][cH:12][cH:13][c:14]12)[c:17]1[cH:18][cH:19][cH:20][cH:21][cH:22]1)[CH2:24][c:25]1[cH:26][cH:27][cH:28][cH:29][cH:30]1.